describe an organic reaction: reactants, conditions, products, and yield From a dataset of the Open Reaction Database (ORD), a public repository of structured organic reaction records. Reactants: C(C1=CC=CC=C1)C(=O)C1=C(C=C(C=C1)O)O (2,4-dihydroxyphenyl benzyl ketone), C(CCCCCCC(C)C)OBr (isodecyloxy bromide). Yields the product C(C1=CC=CC=C1)C(=O)C1=C(C=C(C=C1)OCCCCCCCC(C)C)O (2-hydroxy-4-isodecyloxyphenyl benzyl ketone). RXN SMILES: [CH2:1]([C:8]([C:10]1[CH:15]=[CH:14][C:13]([OH:16])=[CH:12][C:11]=1[OH:17])=[O:9])[C:2]1[CH:7]=[CH:6][CH:5]=[CH:4][CH:3]=1.[CH2:18](OBr)[CH2:19][CH2:20][CH2:21][CH2:22][CH2:23][CH2:24][CH:25]([CH3:27])[CH3:26]>>[CH2:1]([C:8]([C:10]1[CH:15]=[CH:14][C:13]([O:16][CH2:18][CH2:19][CH2:20][CH2:21][CH2:22][CH2:23][CH2:24][CH:25]([CH3:27])[CH3:26])=[CH:12][C:11]=1[OH:17])=[O:9])[C:2]1[CH:3]=[CH:4][CH:5]=[CH:6][CH:7]=1. Procedure: The 2-hydroxy-4-isodecyloxyphenyl benzyl ketone was prepared by alkylation of 2,4-dihydroxyphenyl benzyl ketone with isodecyloxy bromide as follows: